This data is from the Open Reaction Database (ORD), a public repository of structured organic reaction records. The task is: describe an organic reaction: reactants, conditions, products, and yield Reactants: [Cl-], [Li]C, [NH4+], CC(C)(C)OC(=O)NCC1CCC(=O)CC1, C1CCOC1. Yields the product CC1(O)CCC(CNC(=O)OC(C)(C)C)CC1. As a reaction SMILES: [Cl-:19].[Li:17][CH3:18].[NH4+:20].[O:1]=[C:2]1[CH2:3][CH2:4][CH:5]([CH2:8][NH:9][C:10]([O:11][C:12]([CH3:13])([CH3:14])[CH3:15])=[O:16])[CH2:6][CH2:7]1.[O:21]1[CH2:22][CH2:23][CH2:24][CH2:25]1>>[OH:1][C:2]1([CH3:18])[CH2:3][CH2:4][CH:5]([CH2:8][NH:9][C:10]([O:11][C:12]([CH3:13])([CH3:14])[CH3:15])=[O:16])[CH2:6][CH2:7]1. The reactants are ClC1=CC=C(C=C1)C=1N=NC(=CC1O)Cl (3-(4'-Chlorophenyl)-4-hydroxy-6-chloropyridazine), [N+](=O)(O)[O-] (nitric acid), ice water. Run at temperature 0 celsius. Yields the product [N+](=O)([O-])C=1C=C(C=CC1Cl)C=1N=NC(=CC1O)Cl (3-(3'-nitro-4'-chlorophenyl)-4-hydroxy-6-chloropyridazine). Reaction SMILES: [Cl:1][C:2]1[CH:7]=[CH:6][C:5]([C:8]2[N:9]=[N:10][C:11]([Cl:15])=[CH:12][C:13]=2[OH:14])=[CH:4][CH:3]=1.[N+:16]([O-])([OH:18])=[O:17]>>[N+:16]([C:7]1[CH:6]=[C:5]([C:8]2[N:9]=[N:10][C:11]([Cl:15])=[CH:12][C:13]=2[OH:14])[CH:4]=[CH:3][C:2]=1[Cl:1])([O-:18])=[O:17]. Reported procedure: 3-(4'-Chlorophenyl)-4-hydroxy-6-chloropyridazine (12 g, 0.04978 mol) was introduced into cooled, highly-concentrated nitric acid in the course of 15 minutes at a temperature of 0°-5° C. The mixture was stirred for 30 more minutes at 0° C., and the reaction mixture was then stirred into ice-water. The resulting yellow solid product was isolated, washed with water and reprecipitated using NH4OH/HCl. After drying, 11 g, 0.0385 mol, of 3-(3'-nitro-4'-chlorophenyl)-4-hydroxy-6-chloropyridazine of m.p... The reactants are S(=S)(=O)([O-])[O-].[Na+].[Na+] (sodium thiosulfate), C(C)OC(=O)CSC1=C2OC(OC2=C(C=2OC(OC21)(C)C)C(O)(C2=C1C(OC(O1)(C)C)=C(C1=C2OC(O1)(C)C)SCC(=O)OCC)C1=C2C(OC(O2)(C)C)=C(C2=C1OC(O2)(C)C)SCC(=O)OCC)(C)C (Tris(8-ethoxycarbonylmethylthio-2,2,6,6-tetramethylbenzo[1,2-d:4,5-d']-bis(1,3)dioxole-4-yl)methanol), C[Si](C)(C)Cl (trimethyl silylchloride), [I-].[Na+] (sodium iodide). Run in C(C)#N (acetonitrile), C(C)OCC (diethylether). Product: C(C)OC(=O)CSC1=C2OC(OC2=C(C=2OC(OC21)(C)C)C(C2=C1C(OC(O1)(C)C)=C(C1=C2OC(O1)(C)C)SCC(=O)OCC)C1=C2C(OC(O2)(C)C)=C(C2=C1OC(O2)(C)C)SCC(=O)OCC)(C)C (Tris(8-ethoxycarbonylmethylthio-2,2,6,6-tetramethylbenzo[1,2-d:4,5-d']-bis(1,3)dioxole-4-yl)methane). RXN SMILES: [CH2:1]([O:3][C:4]([CH2:6][S:7][C:8]1[C:19]2[O:18][C:17]([CH3:21])([CH3:20])[O:16][C:15]=2[C:14]([C:22]([C:47]2[C:57]3[O:58][C:59]([CH3:62])([CH3:61])[O:60][C:56]=3[C:55]([S:63][CH2:64][C:65]([O:67][CH2:68][CH3:69])=[O:66])=[C:49]3[O:50][C:51]([CH3:54])([CH3:53])[O:52][C:48]=23)([C:24]2[C:34]3[O:35][C:36]([CH3:39])([CH3:38])[O:37][C:33]=3[C:32]([S:40][CH2:41][C:42]([O:44][CH2:45][CH3:46])=[O:43])=[C:26]3[O:27][C:28]([CH3:31])([CH3:30])[O:29][C:25]=23)O)=[C:13]2[C:9]=1[O:10][C:11]([CH3:71])([CH3:70])[O:12]2)=[O:5])[CH3:2].C[Si](Cl)(C)C.[I-].[Na+].S([O-])([O-])(=O)=S.[Na+].[Na+]>C(#N)C.C(OCC)C>[CH2:45]([O:44][C:42]([CH2:41][S:40][C:32]1[C:33]2[O:37][C:36]([CH3:38])([CH3:39])[O:35][C:34]=2[C:24]([CH:22]([C:14]2[C:15]3[O:16][C:17]([CH3:21])([CH3:20])[O:18][C:19]=3[C:8]([S:7][CH2:6][C:4]([O:3][CH2:1][CH3:2])=[O:5])=[C:9]3[O:10][C:11]([CH3:70])([CH3:71])[O:12][C:13]=23)[C:47]2[C:57]3[O:58][C:59]([CH3:61])([CH3:62])[O:60][C:56]=3[C:55]([S:63][CH2:64][C:65]([O:67][CH2:68][CH3:69])=[O:66])=[C:49]3[O:50][C:51]([CH3:53])([CH3:54])[O:52][C:48]=23)=[C:25]2[C:26]=1[O:27][C:28]([CH3:30])([CH3:31])[O:29]2)=[O:43])[CH3:46] |f:2.3,4.5.6|. Reported procedure: Tris(8-ethoxycarbonylmethylthio-2,2,6,6-tetramethylbenzo[1,2-d:4,5-d']-bis(1,3)dioxole-4-yl)methanol (1.06 g, 1.01 mmol (Example 27)) was added to a solution of trimethyl silylchloride (0.767 mL, 6.07 mmol) and sodium iodide (0.91 g, 6.07 mmol) in acetonitrile (50 mL) and stirred for ten minutes. Saturated sodium thiosulfate (30 mL) was added, followed by diethylether (70 mL), and the mixture was stirred for 10 minutes. The phases were separated and the organic phase was washed with water (30 mL...